Dataset: the Open Reaction Database (ORD), a public repository of structured organic reaction records. Task: describe an organic reaction: reactants, conditions, products, and yield Reactants: O (water), C(C)(C)N(C(C)C)CC (N,N-diisopropylethylamine), ClCOCOCOCCl (chloromethoxymethyl ether), COC1=C(C=CC(=C1)[N+](=O)[O-])O (2-methoxy-4-nitrophenol). Reagents/catalysts: [Br-].C(CCC)[N+](CCCC)(CCCC)CCCC (tetrabutylammonium bromide). Run in ClCCl (dichloromethane). Run at time 1 hour. Product: COC1=C(C=CC(=C1)[N+](=O)[O-])OCOC (2-methoxy-1-(methoxymethoxy)-4-nitrobenzene). The yield is 100.0%. RXN SMILES: C(N(CC)C(C)C)(C)C.ClCO[CH2:13][O:14][CH2:15][O:16][CH2:17]Cl.[CH3:19][O:20][C:21]1[CH:26]=[C:25]([N+:27]([O-:29])=[O:28])[CH:24]=[CH:23]C=1O.O>[Br-].C([N+](CCCC)(CCCC)CCCC)CCC.ClCCl>[CH3:19][O:20][C:21]1[CH:26]=[C:25]([N+:27]([O-:29])=[O:28])[CH:24]=[CH:23][C:17]=1[O:16][CH2:15][O:14][CH3:13] |f:4.5|. Procedure: N,N-diisopropylethylamine (1.24 ml, 7.09 mmol), chloromethoxymethyl ether (0.494 ml, 6.50 mmol) and tetrabutylammonium bromide (218 mg, 0.591 mmol) were added to a solution of 2-methoxy-4-nitrophenol (1.0 g, 5.91 mmol) in dichloromethane (20 ml) at 0° C. After 1 hour, the mixture thus obtained was warmed up to room temperature. After 15 hours, the mixture was poured into water (50 ml) and extracted with chloroform (50 ml×2), and the organic layer was dried over anhydrous magnesium sulfate. The o... The reactants are C1CCOC1, CCN1CCN(c2cccc(NC(=O)c3ccc(-c4cncc5ccccc45)c4nccnc34)c2)CC1, CO, CN1CCN(Cc2c[nH]c([N+](=O)[O-])n2)CC1, CO, CO, ClCCl. Yields the product CN1CCN(Cc2c[nH]c(NC(=O)c3ccc(-c4cncc5ccccc45)c4nccnc34)n2)CC1. Reaction SMILES: [CH2:19]1[O:20][CH2:21][CH2:22][CH2:23]1.[CH2:26]([N:27]1[CH2:28][CH2:29][N:30]([c:31]2[cH:32][c:33]([NH:34][C:41](=[O:42])[c:43]3[c:44]4[n:45][cH:46][cH:47][n:48][c:49]4[c:50](-[c:53]4[cH:54][n:55][cH:56][c:57]5[cH:58][cH:59][cH:60][cH:61][c:62]45)[cH:51][cH:52]3)[cH:35][cH:36][cH:37]2)[CH2:38][CH2:39]1)[CH3:40].[CH3:17][OH:18].[CH3:1][N:2]1[CH2:3][CH2:4][N:5]([CH2:8][c:9]2[n:10][c:11]([N+:14]([O-:15])=[O:16])[nH:12][cH:13]2)[CH2:6][CH2:7]1.[CH3:24][OH:25].[CH3:66][OH:67].[Cl:63][CH2:64][Cl:65]>>[CH3:1][N:2]1[CH2:3][CH2:4][N:5]([CH2:8][c:9]2[n:10][c:11]([NH:14][C:41](=[O:42])[c:43]3[c:44]4[n:45][cH:46][cH:47][n:48][c:49]4[c:50](-[c:53]4[cH:54][n:55][cH:56][c:57]5[cH:58][cH:59][cH:60][cH:61][c:62]45)[cH:51][cH:52]3)[nH:12][cH:13]2)[CH2:6][CH2:7]1. The reactants are [C@@H]1([C@@H](CCCC1)N)N (trans-1,2-Cyclohexanediamine), CCCCCCCCCCCC (dodecane), IC=1C=C(C=C(C1)C)C (5-iodo-m-xylene), C1(=CC=CC=C1)NC1=CC=CC=C1 (diphenylamine), CC(C)([O-])C.[Na+] (sodium tert-butoxide). The reagents and catalysts are [Cu]I (CuI). The solvent is O1CCOCC1 (dioxane). Reaction conditions: temperature 110 celsius, time 24 hour. Yields the product CC=1C=C(C=C(C1)C)N(C1=CC=CC=C1)C1=CC=CC=C1 (N-(3,5-Dimethylphenyl)-N,N-diphenylamine). Isolated yield 74.2%. As a reaction SMILES: [C:1]1([NH:7][C:8]2[CH:13]=[CH:12][CH:11]=[CH:10][CH:9]=2)[CH:6]=[CH:5][CH:4]=[CH:3][CH:2]=1.CC(C)([O-])C.[Na+].[C@@H]1(N)CCCC[C@H]1N.CCCCCCCCCCCC.I[C:41]1[CH:42]=[C:43]([CH3:48])[CH:44]=[C:45]([CH3:47])[CH:46]=1>[Cu]I.O1CCOCC1>[CH3:47][C:45]1[CH:46]=[C:41]([N:7]([C:8]2[CH:9]=[CH:10][CH:11]=[CH:12][CH:13]=2)[C:1]2[CH:6]=[CH:5][CH:4]=[CH:3][CH:2]=2)[CH:42]=[C:43]([CH3:48])[CH:44]=1 |f:1.2|. Reported procedure: An oven-dried resealable Schlenk tube was charged with CuI (2.0 mg, 0.0105 mmol, 1.0 mol %), diphenylamine (210 mg, 1.24 mmol), sodium tert-butoxide (145 mg, 1.51 mmol), evacuated and backfilled with argon. trans-1,2-Cyclohexanediamine (13 μL, 0.108 mmol, 11 mol %), dodecane (235 μL), 5-iodo-m-xylene (150 μL, 1.04 mmol) and dioxane (1.0 mL) were added under argon. The Schlenk tube was sealed and the reaction mixture was stirred magnetically at 110° C. for 24 h. The resulting pale brown suspensio... Starting materials: ( 2 ), FC1=CC=C(C(=O)C2=CC=C(OC=3C=C(C(=O)O)C=CC3)C=C2)C=C1 (3-[4-(4-fluorobenzoyl)phenoxy]benzoic acid), NC=1C=C(C=CC1)O (3-aminophenol), CS(=O)C (dimethylsulfoxide). The solvent is CN(C=O)C (N,N-dimethylformamide). Yields the product NC=1C=C(OC2=C(C(=O)C3=CC=C(OC=4C=C(C(=O)O)C=CC4)C=C3)C=CC=C2)C=CC1 (3-[4-(3-aminophenoxybenzoyl)phenoxy]benzoic acid). Reaction SMILES: CS(C)=O.F[C:6]1[CH:29]=[CH:28][C:9]([C:10]([C:12]2[CH:27]=[CH:26][C:15]([O:16][C:17]3[CH:18]=[C:19]([CH:23]=[CH:24][CH:25]=3)[C:20]([OH:22])=[O:21])=[CH:14][CH:13]=2)=[O:11])=[CH:8][CH:7]=1.[NH2:30][C:31]1[CH:32]=[C:33]([OH:37])[CH:34]=[CH:35][CH:36]=1>CN(C)C=O>[NH2:30][C:31]1[CH:32]=[C:33]([CH:34]=[CH:35][CH:36]=1)[O:37][C:28]1[CH:29]=[CH:6][CH:7]=[CH:8][C:9]=1[C:10]([C:12]1[CH:27]=[CH:26][C:15]([O:16][C:17]2[CH:18]=[C:19]([CH:23]=[CH:24][CH:25]=2)[C:20]([OH:22])=[O:21])=[CH:14][CH:13]=1)=[O:11]. Reported procedure: As shown by reaction (1), 4,-4-difluorobenzophenone is reacted with 3-hydroxybenzoic acid to obtain 3-[4-(4-fluorobenzoyl)phenoxy]benzoic acid. The reaction is carried out in a suitable aprotic solvent, such as dimethylsulfoxide or N,N-dimethylformamide, under an inert atmosphere, at an elevated temperature of about 100° to 140° C. for about 8 to 64 hours. The 3-[4-(4-fluorobenzoyl)phenoxy]benzoic acid (A) is then reacted with 3-aminophenol, as shown by reaction (2) to obtain 3-[4-(3-aminophenox... The reactants are [H-].[Na+] (Sodium hydride), C(C1=CC=CC=C1)(C1=CC=CC=C1)OC(=O)C1=NC=C(C=C1)O (5-hydroxypyridine-2-carboxylic acid benzhydryl ester), BrCCCC (1-bromobutane). The solvent is CN(C)C=O (DMF), O (water). Run at temperature 90 celsius. The product is C(CCC)OC=1C=CC(=NC1)C(=O)O (5-Butoxypyridine-2-carboxylic acid). RXN SMILES: [H-].[Na+].C([O:16][C:17]([C:19]1[CH:24]=[CH:23][C:22]([OH:25])=[CH:21][N:20]=1)=[O:18])(C1C=CC=CC=1)C1C=CC=CC=1.Br[CH2:27][CH2:28][CH2:29][CH3:30]>CN(C=O)C.O>[CH2:27]([O:25][C:22]1[CH:23]=[CH:24][C:19]([C:17]([OH:16])=[O:18])=[N:20][CH:21]=1)[CH2:28][CH2:29][CH3:30] |f:0.1|. Procedure: Sodium hydride (50% in oil, 250 mg) was added to 5-hydroxypyridine-2-carboxylic acid benzhydryl ester (2.0 g) dissolved in DMF (20 ml) and, after gas evolution ceased, 1-bromobutane (0.72 g) was added. The mixture was heated at 90° C. for 6 hours. It was diluted with water and extracted with ethyl acetate. The organic phase was dried over magnesium sulfate and concentrated. The residue was hydrogenated in analogy to method B. The product with the molecular weight of 195.22 (C10H13NO3); MS (ESI):... Procedure: Into a 50-mL round-bottom flask, was placed 3-(4-chlorophenyl)-1,2-thiazole-4,5-dicarboxylic acid (1.8697 g, 6.74 mmol, 1.00 equiv), 1,2-dichlorobenzene (20 mL). The resulting solution was stirred for 20 min at 200° C. The resulting mixture was concentrated, and then added 30 mL of petroleum ether slowly when it is hot. The solids were collected by filtration, washed with petroleum ether. This resulted in 1.35 g (86%) of 3-(4-chlorophenyl)-1,2-thiazole-4-carboxylic acid as a white solid. Yields the product ClC1=CC=C(C=C1)C1=NSC=C1C(=O)O (3-(4-chlorophenyl)-1,2-thiazole-4-carboxylic acid). Starting materials: ClC1=CC=C(C=C1)C1=NSC(=C1C(=O)O)C(=O)O (3-(4-chlorophenyl)-1,2-thiazole-4,5-dicarboxylic acid). Reaction conditions: temperature 200 celsius, time 20 minute. Run in ClC1=C(C=CC=C1)Cl (1,2-dichlorobenzene). RXN SMILES: [Cl:1][C:2]1[CH:7]=[CH:6][C:5]([C:8]2[C:12]([C:13]([OH:15])=[O:14])=[C:11](C(O)=O)[S:10][N:9]=2)=[CH:4][CH:3]=1>ClC1C=CC=CC=1Cl>[Cl:1][C:2]1[CH:3]=[CH:4][C:5]([C:8]2[C:12]([C:13]([OH:15])=[O:14])=[CH:11][S:10][N:9]=2)=[CH:6][CH:7]=1. Reactants: CCOC(=O)C(Cc1ccc(C)c(OC(F)(F)C(F)F)c1)C(O)c1ccc(F)cc1, CO, Cl, [Na+], [OH-]. Yields the product Cc1ccc(CC(C(=O)O)C(O)c2ccc(F)cc2)cc1OC(F)(F)C(F)F. Reaction SMILES: [CH2:1]([CH3:2])[O:3][C:4]([CH:5]([CH:6]([OH:7])[c:8]1[cH:9][cH:10][c:11]([F:14])[cH:12][cH:13]1)[CH2:15][c:16]1[cH:17][c:18]([O:23][C:24]([CH:25]([F:26])[F:27])([F:28])[F:29])[c:19]([CH3:22])[cH:20][cH:21]1)=[O:30].[CH3:34][OH:35].[ClH:33].[Na+:32].[OH-:31]>>[O:3]=[C:4]([CH:5]([CH:6]([OH:7])[c:8]1[cH:9][cH:10][c:11]([F:14])[cH:12][cH:13]1)[CH2:15][c:16]1[cH:17][c:18]([O:23][C:24]([CH:25]([F:26])[F:27])([F:28])[F:29])[c:19]([CH3:22])[cH:20][cH:21]1)[OH:30].